From a dataset of the Open Reaction Database (ORD), a public repository of structured organic reaction records. describe an organic reaction: reactants, conditions, products, and yield The reactants are COC(=O)N1CC[C@@H]2[C@](CCC[C@H]12)(C#CC=1C=C(C=CC1)C)O ((3aS,4R,7aS)-4-hydroxy-4-m-tolylethynyl-octahydro-indole-1-carboxylic acid methyl ester), N1(CCCC1)CC(=O)O (pyrrolidin-1-yl-acetic acid). The product is N1(CCCC1)CC(=O)O[C@@]1([C@@H]2CCN([C@@H]2CCC1)C(=O)OC)C#CC=1C=C(C=CC1)C ((3aR,4S,7aR)-methyl 4-(2-(pyrrolidin-1-yl)acetoxy)-4-(m-tolylethynyl)octahydro-1H-indole-1-carboxylate). As a reaction SMILES: [CH3:1][O:2][C:3]([N:5]1[C@@H:13]2[C@@H:8]([C@@:9]([OH:23])([C:14]#[C:15][C:16]3[CH:17]=[C:18]([CH3:22])[CH:19]=[CH:20][CH:21]=3)[CH2:10][CH2:11][CH2:12]2)[CH2:7][CH2:6]1)=[O:4].[N:24]1([CH2:29][C:30](O)=[O:31])[CH2:28][CH2:27][CH2:26][CH2:25]1>>[N:24]1([CH2:29][C:30]([O:23][C@@:9]2([C:14]#[C:15][C:16]3[CH:17]=[C:18]([CH3:22])[CH:19]=[CH:20][CH:21]=3)[CH2:10][CH2:11][CH2:12][C@@H:13]3[C@H:8]2[CH2:7][CH2:6][N:5]3[C:3]([O:2][CH3:1])=[O:4])=[O:31])[CH2:28][CH2:27][CH2:26][CH2:25]1. Procedure details: Synthesis in analogy to the General Method 1 starting from (3aS,4R,7aS)-4-hydroxy-4-m-tolylethynyl-octahydro-indole-1-carboxylic acid methyl ester and pyrrolidin-1-yl-acetic acid to yield (3aR,4S,7aR)-methyl 4-(2-(pyrrolidin-1-yl)acetoxy)-4-(m-tolylethynyl)octahydro-1H-indole-1-carboxylate. MS [M+H] 425; RT=4.954 min; LCMS Method III The reactants are OCCN(C(OC(C)(C)C)=O)CC1=CC=C(C=C1)[N+](=O)[O-] (tert-butyl (2-hydroxyethyl)(4-nitrobenzyl)carbamate). Reagents/catalysts: [Pd] (Pd/C). The solvent is CCOC(=O)C (EtOAc). Reaction conditions: time 18 hour. The product is NC1=CC=C(CN(C(OC(C)(C)C)=O)CCO)C=C1 (tert-Butyl 4-aminobenzyl(2-hydroxyethyl)carbamate), oil. The yield is 92.0%. As a reaction SMILES: [OH:1][CH2:2][CH2:3][N:4]([CH2:12][C:13]1[CH:18]=[CH:17][C:16]([N+:19]([O-])=O)=[CH:15][CH:14]=1)[C:5](=[O:11])[O:6][C:7]([CH3:10])([CH3:9])[CH3:8]>CCOC(C)=O.[Pd]>[NH2:19][C:16]1[CH:15]=[CH:14][C:13]([CH2:12][N:4]([CH2:3][CH2:2][OH:1])[C:5](=[O:11])[O:6][C:7]([CH3:9])([CH3:10])[CH3:8])=[CH:18][CH:17]=1. Reported procedure: A suspension of tert-butyl (2-hydroxyethyl)(4-nitrobenzyl)carbamate (A69) (2.40 g, 8.09 mmol) and 10% Pd/C (0.240 g) in EtOAc (12 mL) was stirred under a hydrogen atmosphere for 18 hours. The resulting mixture was filtered through a pad of Celite, washing with EtOAc and the filtrate concentrated in vacuo. The residue was purified using silica gel column chromatography (CombiFlash Rf, 40 g SiO2 cartridge, 20-50% EtOAc in cyclohexane) to give the title compound A70 as a viscous light yellow oil (1... The reactants are [K] (potassium), ClC(=O)OCC(Cl)(Cl)Cl (2,2,2-trichloroethyl chloroformate), free base, Cl.CN1C[C@H]([C@H](CC1)OC1=CC=C(C=C1)C(F)(F)F)C1=CC=CC=C1 (cis-1-methyl-3-phenyl-4-(4-trifluoromethylphenoxy)piperidine hydrochloride), ClC(=O)OCC(Cl)(Cl)Cl (2,2,2-trichloroethyl chloroformate). Solvent: C1=CC=CC=C1 (benzene). Conditions: time 18 hour. Yields the product C1(=CC=CC=C1)[C@@H]1CN(CC[C@@H]1OC1=CC=C(C=C1)C(F)(F)F)C(=O)OCC(Cl)(Cl)Cl (cis-3-phenyl-1-(2,2,2-trichloroethoxycarbonyl)-4-(4-trifluoromethylphenoxy)piperidine). RXN SMILES: [K].Cl[C:3]([O:5][CH2:6][C:7]([Cl:10])([Cl:9])[Cl:8])=[O:4].Cl.C[N:13]1[CH2:18][CH2:17][C@H:16]([O:19][C:20]2[CH:25]=[CH:24][C:23]([C:26]([F:29])([F:28])[F:27])=[CH:22][CH:21]=2)[C@H:15]([C:30]2[CH:35]=[CH:34][CH:33]=[CH:32][CH:31]=2)[CH2:14]1>C1C=CC=CC=1>[C:30]1([C@H:15]2[C@@H:16]([O:19][C:20]3[CH:21]=[CH:22][C:23]([C:26]([F:29])([F:27])[F:28])=[CH:24][CH:25]=3)[CH2:17][CH2:18][N:13]([C:3]([O:5][CH2:6][C:7]([Cl:10])([Cl:9])[Cl:8])=[O:4])[CH2:14]2)[CH:35]=[CH:34][CH:33]=[CH:32][CH:31]=1 |f:2.3,^1:0|. Procedure details: 0.46 g of anhydrous potassium carbohate and 0.5 ml of 2,2,2-trichloroethyl chloroformate are added under nitrogen to a solution of 1.11 g of the free base of cis-1-methyl-3-phenyl-4-(4-trifluoromethylphenoxy)piperidine of Example 22 in 10 ml of dry benzene. After 1 hour at room temperature the mixture is refluxed 18 hours. Another 0.045 ml of 2,2,2-trichloroethyl chloroformate is added, the mixture is again refluxed 18 hours, then cooled and partitioned between ether and water. The organic phase... Run at time 8 hour. Run in ClCCl (dichloromethane). Starting materials: C(C=C)(=O)OCCCCCCOC1=CC=C(C=C1)C(=O)OC1=C(C(=O)O)C=C(C=C1)OC(=O)C1=CC=C(C=C1)OCCCCCCOC(C=C)=O (2,5-bis(4-[6-acryloyloxyhexyloxy]-phenylcarbonyloxy)-benzoic acid), C(C=C)(=O)OCCCCCCOC1=CC=C(C=C1)C(=O)OC1=CC=C(C=C1)CO ([4-(4-[6-acryloyloxyhexyloxy]-phenylcarbonyloxy)phenyl]methanol), C1(CCCCC1)N=C=NC1CCCCC1 (N,N'-dicyclohexylcarbodiimide), O (water). Procedure: 0.2 g of N,N'-dicyclohexylcarbodiimide is added at room temperature while stirring to a solution of 0.6 g of 2,5-bis(4-[6-acryloyloxyhexyloxy]-phenylcarbonyloxy)-benzoic acid, 0.4 g [4-(4-[6-acryloyloxyhexyloxy]-phenylcarbonyloxy)phenyl]methanol and 0.04 g of 4-dimethylaminopyridine in 20 ml of dichloromethane. The reaction mixture is stirred at room temperature overnight, poured into 100 ml of water and then extracted three times with 50 ml of dichloromethane each time. The combined organic pha... The yield is 43.3%. Yields the product C(C=C)(=O)OCCCCCCOC1=CC=C(C=C1)C(=O)OC1=C(C(=O)OCC2=CC=C(C=C2)OC(=O)C2=CC=C(C=C2)OCCCCCCOC(C=C)=O)C=C(C=C1)OC(=O)C1=CC=C(C=C1)OCCCCCCOC(C=C)=O ([4-(4-[6-acryloyloxyhexyloxy]-phenylcarbonyloxy)-phenyl]-methyl 2,5-bis(4-[6-acryloyloxyhexyloxy]-phenylcarbonyloxy)-benzoate). The reagents and catalysts are CN(C1=CC=NC=C1)C (4-dimethylaminopyridine). As a reaction SMILES: C1(N=C=NC2CCCCC2)CCCCC1.[C:16]([O:20][CH2:21][CH2:22][CH2:23][CH2:24][CH2:25][CH2:26][O:27][C:28]1[CH:33]=[CH:32][C:31]([C:34]([O:36][C:37]2[CH:45]=[CH:44][C:43]([O:46][C:47]([C:49]3[CH:54]=[CH:53][C:52]([O:55][CH2:56][CH2:57][CH2:58][CH2:59][CH2:60][CH2:61][O:62][C:63](=[O:66])[CH:64]=[CH2:65])=[CH:51][CH:50]=3)=[O:48])=[CH:42][C:38]=2[C:39]([OH:41])=[O:40])=[O:35])=[CH:30][CH:29]=1)(=[O:19])[CH:17]=[CH2:18].[C:67]([O:71][CH2:72][CH2:73][CH2:74][CH2:75][CH2:76][CH2:77][O:78][C:79]1[CH:84]=[CH:83][C:82]([C:85]([O:87][C:88]2[CH:93]=[CH:92][C:91]([CH2:94]O)=[CH:90][CH:89]=2)=[O:86])=[CH:81][CH:80]=1)(=[O:70])[CH:68]=[CH2:69].O>CN(C)C1C=CN=CC=1.ClCCl>[C:16]([O:20][CH2:21][CH2:22][CH2:23][CH2:24][CH2:25][CH2:26][O:27][C:28]1[CH:29]=[CH:30][C:31]([C:34]([O:36][C:37]2[CH:45]=[CH:44][C:43]([O:46][C:47]([C:49]3[CH:50]=[CH:51][C:52]([O:55][CH2:56][CH2:57][CH2:58][CH2:59][CH2:60][CH2:61][O:62][C:63](=[O:66])[CH:64]=[CH2:65])=[CH:53][CH:54]=3)=[O:48])=[CH:42][C:38]=2[C:39]([O:41][CH2:94][C:91]2[CH:92]=[CH:93][C:88]([O:87][C:85]([C:82]3[CH:83]=[CH:84][C:79]([O:78][CH2:77][CH2:76][CH2:75][CH2:74][CH2:73][CH2:72][O:71][C:67](=[O:70])[CH:68]=[CH2:69])=[CH:80][CH:81]=3)=[O:86])=[CH:89][CH:90]=2)=[O:40])=[O:35])=[CH:32][CH:33]=1)(=[O:19])[CH:17]=[CH2:18]. The reactants are CN(C)S(=O)(=O)Cl, Cc1c(Nc2ccc(I)cc2F)c(N)c2n(c1=O)CCS2, c1ccncc1. Product: Cc1c(Nc2ccc(I)cc2F)c(NS(=O)(=O)N(C)C)c2n(c1=O)CCS2. Reaction SMILES: [CH3:22][N:23]([S:24](=[O:25])(=[O:26])[Cl:27])[CH3:28].[NH2:1][c:2]1[c:3]2[n:4]([c:5](=[O:18])[c:6]([CH3:17])[c:7]1[NH:8][c:9]1[c:10]([F:16])[cH:11][c:12]([I:15])[cH:13][cH:14]1)[CH2:19][CH2:20][S:21]2.[cH:29]1[cH:30][cH:31][n:32][cH:33][cH:34]1>>[NH:1]([c:2]1[c:3]2[n:4]([c:5](=[O:18])[c:6]([CH3:17])[c:7]1[NH:8][c:9]1[c:10]([F:16])[cH:11][c:12]([I:15])[cH:13][cH:14]1)[CH2:19][CH2:20][S:21]2)[S:24]([N:23]([CH3:22])[CH3:28])(=[O:25])=[O:26]. The reactants are N#CC1CCCN1C(=O)C1CC(CC(=O)O)C(=O)N1, ClCCCl, c1ccc2c(c1)CNC2, C1COCCO1, ClCCl, On1nnc2ccccc21. The product is N#CC1CCCN1C(=O)C1CC(CC(=O)N2Cc3ccccc3C2)C(=O)N1. RXN SMILES: [C:1](#[N:2])[CH:3]1[N:4]([C:8](=[O:9])[CH:10]2[CH2:11][CH:12]([CH2:16][C:17](=[O:18])[OH:19])[C:13](=[O:15])[NH:14]2)[CH2:5][CH2:6][CH2:7]1.[CH2:30]([Cl:31])[CH2:32][Cl:33].[CH2:34]1[NH:35][CH2:36][c:37]2[cH:38][cH:39][cH:40][cH:41][c:42]21.[CH2:43]1[O:44][CH2:45][CH2:46][O:47][CH2:48]1.[Cl:49][CH2:50][Cl:51].[OH:20][n:21]1[c:22]2[c:23]([cH:24][cH:25][cH:26][cH:27]2)[n:28][n:29]1>>[C:1](#[N:2])[CH:3]1[N:4]([C:8](=[O:9])[CH:10]2[CH2:11][CH:12]([CH2:16][C:17](=[O:19])[N:35]3[CH2:34][c:42]4[c:37]([cH:38][cH:39][cH:40][cH:41]4)[CH2:36]3)[C:13](=[O:15])[NH:14]2)[CH2:5][CH2:6][CH2:7]1. Reactants: BrCCOCCOCCOCCOC1=C(C=C(C=C1)C[C@H]([C@H](CC1=CC(=C(C=C1)OC)OC)C)C)OC ((±)-(2R,3S)-1-[4-(12-Bromo-1,4,7,10-tetraoxadodecanyl)-3-methoxyphenyl]-4-(3,4-dimethoxyphenyl)-2,3-dimethylbutane), C([O-])([O-])=O.[K+].[K+] (potassium carbonate), [N+](=O)([O-])C=1N=CNC1 (4-nitroimidazole). Yields the product COC=1C=C(C=CC1OC)C[C@@H]([C@@H](CC1=CC(=C(C=C1)OCCOCCOCCOCCN1C=NC(=C1)[N+](=O)[O-])OC)C)C ((±)-(2R,3S)-4-(3,4-Dimethoxyphenyl)-1-[3-methoxy-4-[12-(4-nitro-1H-imidazol-1-yl)-1,4,7,10-tetraoxadodecanyl]phenyl]-2,3-dimethylbutane). The yield is 57.3%. Reaction SMILES: Br[CH2:2][CH2:3][O:4][CH2:5][CH2:6][O:7][CH2:8][CH2:9][O:10][CH2:11][CH2:12][O:13][C:14]1[CH:19]=[CH:18][C:17]([CH2:20][C@@H:21]([CH3:35])[C@@H:22]([CH3:34])[CH2:23][C:24]2[CH:29]=[CH:28][C:27]([O:30][CH3:31])=[C:26]([O:32][CH3:33])[CH:25]=2)=[CH:16][C:15]=1[O:36][CH3:37].C(=O)([O-])[O-].[K+].[K+].[N+:44]([C:47]1[N:48]=[CH:49][NH:50][CH:51]=1)([O-:46])=[O:45]>>[CH3:33][O:32][C:26]1[CH:25]=[C:24]([CH2:23][C@H:22]([CH3:34])[C@H:21]([CH3:35])[CH2:20][C:17]2[CH:18]=[CH:19][C:14]([O:13][CH2:12][CH2:11][O:10][CH2:9][CH2:8][O:7][CH2:6][CH2:5][O:4][CH2:3][CH2:2][N:50]3[CH:51]=[C:47]([N+:44]([O-:46])=[O:45])[N:48]=[CH:49]3)=[C:15]([O:36][CH3:37])[CH:16]=2)[CH:29]=[CH:28][C:27]=1[O:30][CH3:31] |f:1.2.3|. Procedure details: The Standard Procedure 2 was followed by use of 9b (146.6 mg, 0.2512 mmol, 1.0 equiv), potassium carbonate (74.4 mg, 0.538 mmol, 2.1 equiv), and 4-nitroimidazole (6a, 56.3 mg, 0.498 mmol, 2.0 equiv). After workup and purification with column chromatography (100% EtOAc as eluant), 10c (88.4 mg, 0.144 mmol) was obtained in 57% yield as a yellow gummy oil: 1H NMR (CDCl3, 400 MHz) δ 0.81 (d, J=6.4 Hz, 3H, CH3), 0.82 (d, J=6.4 Hz, 3H, CH3), 1.73 (m, 2H, 2×CH), 2.23-2.31 (m, 2H, 2×ArCH), 2.70-2.75 (m,...